From a dataset of the Open Reaction Database (ORD), a public repository of structured organic reaction records. describe an organic reaction: reactants, conditions, products, and yield Starting materials: C1CCOC1, CCCCCC, CSCS(C)=O, N#Cc1cc(F)c(F)cc1F, [Li]CCCC. Yields the product CSC(c1cc(F)c(C#N)cc1F)S(C)=O. RXN SMILES: [CH2:29]1[O:30][CH2:31][CH2:32][CH2:33]1.[CH3:12][CH2:13][CH2:14][CH2:15][CH2:16][CH3:17].[CH3:1][S:2](=[O:3])[CH2:4][S:5][CH3:6].[F:18][c:19]1[c:20]([C:21]#[N:22])[cH:23][c:24]([F:28])[c:25]([F:27])[cH:26]1.[Li:7][CH2:8][CH2:9][CH2:10][CH3:11]>>[CH3:1][S:2](=[O:3])[CH:4]([S:5][CH3:6])[c:25]1[c:24]([F:28])[cH:23][c:20]([C:21]#[N:22])[c:19]([F:18])[cH:26]1. Reactants: [Si](C1=CC=CC=C1)(C1=CC=CC=C1)(C(C)(C)C)OCC=1SC(=CC1)C#C[Si](C)(C)C (5-[(trimethylsilyl)ethynyl]thiophen-2-ylmethyl tert-butyldiphenylsilyl ether), [Si](C1=CC=CC=C1)(C1=CC=CC=C1)(C(C)(C)C)OCC=1SC(=CC1)C#C[Si](C)(C)C (5-[(trimethylsilyl)ethynyl]thiophen-2-ylmethyl tert-butyldiphenylsilyl ether), BrC1=CC=2C(CCC(C2C=C1C)(C)C)(C)C (2-bromo-3,5,5,8,8-pentamethyl-5,6,7,8-tetrahydronaphthalene). Product: CC=1C(=CC=2C(CCC(C2C1)(C)C)(C)C)/C(=C/C1=CC=C(S1)CO)/[Si](C)(C)C ((Z)-5-[2-(3,5,5,8,8-Pentamethyl-5,6,7,8-tetrahydronaphthalen-2-yl)-2-(trimethylsilyl)vinyl]thiophene-2-ylmethyl alcohol). As a reaction SMILES: [Si]([O:18][CH2:19][C:20]1[S:21][C:22]([C:25]#[C:26][Si:27]([CH3:30])([CH3:29])[CH3:28])=[CH:23][CH:24]=1)(C(C)(C)C)(C1C=CC=CC=1)C1C=CC=CC=1.Br[C:32]1[C:41]([CH3:42])=[CH:40][C:39]2[C:38]([CH3:44])([CH3:43])[CH2:37][CH2:36][C:35]([CH3:46])([CH3:45])[C:34]=2[CH:33]=1>>[CH3:42][C:41]1[C:32](/[C:26](/[Si:27]([CH3:28])([CH3:29])[CH3:30])=[CH:25]/[C:22]2[S:21][C:20]([CH2:19][OH:18])=[CH:24][CH:23]=2)=[CH:33][C:34]2[C:35]([CH3:46])([CH3:45])[CH2:36][CH2:37][C:38]([CH3:44])([CH3:43])[C:39]=2[CH:40]=1. Reported procedure: Following General Procedure A, 5-[(trimethylsilyl)ethynyl]thiophen-2-ylmethyl tert-butyldiphenylsilyl ether (Compound 13, 0.75 g, 1.8 mmol) and 2-bromo-3,5,5,8,8-pentamethyl-5,6,7,8-tetrahydronaphthalene (0.45 g, 1.67 mmol) were coupled to give the title compound. Reactants: CO, Nc1nc(NCCN2CCC(Nc3nc4ccccc4n3Cc3ccc(F)cc3)CC2)ccc1[N+](=O)[O-], [H][H], N, c1ccsc1. The product is Nc1ccc(NCCN2CCC(Nc3nc4ccccc4n3Cc3ccc(F)cc3)CC2)nc1N. Reaction SMILES: [CH3:46][OH:47].[F:1][c:2]1[cH:3][cH:4][c:5]([CH2:8][n:9]2[c:10]([NH:18][CH:19]3[CH2:20][CH2:21][N:22]([CH2:25][CH2:26][NH:27][c:28]4[cH:29][cH:30][c:31]([N+:35]([O-:36])=[O:37])[c:32]([NH2:34])[n:33]4)[CH2:23][CH2:24]3)[n:11][c:12]3[c:13]2[cH:14][cH:15][cH:16][cH:17]3)[cH:6][cH:7]1.[H:44][H:45].[NH3:43].[cH:38]1[cH:39][s:40][cH:41][cH:42]1>>[F:1][c:2]1[cH:3][cH:4][c:5]([CH2:8][n:9]2[c:10]([NH:18][CH:19]3[CH2:20][CH2:21][N:22]([CH2:25][CH2:26][NH:27][c:28]4[cH:29][cH:30][c:31]([NH2:35])[c:32]([NH2:34])[n:33]4)[CH2:23][CH2:24]3)[n:11][c:12]3[c:13]2[cH:14][cH:15][cH:16][cH:17]3)[cH:6][cH:7]1. As a reaction SMILES: [CH3:1][O:2][C:3]1[CH:4]=[CH:5][C:6]2[N:11]=[CH:10][C:9](=[O:12])[NH:8][C:7]=2[N:13]=1.[H-].[Na+].[N+](C1C=C(S(O[CH2:29][C@H:30]2[O:32][CH2:31]2)(=O)=O)C=CC=1)([O-])=O.O>CN(C)C=O>[CH3:1][O:2][C:3]1[CH:4]=[CH:5][C:6]2[N:11]=[CH:10][C:9](=[O:12])[N:8]([CH2:29][C@@H:30]3[CH2:31][O:32]3)[C:7]=2[N:13]=1 |f:1.2|. Starting materials: COC=1C=CC2=C(NC(C=N2)=O)N1 (6-methoxypyrido[2,3-b]pyrazin-3(4H)-one), [H-].[Na+] (sodium hydride), O (water), [N+](=O)([O-])C=1C=C(C=CC1)S(=O)(=O)OC[C@@H]1CO1 ((S)-glycidyl 3-nitrobenzenesulfonate). Procedure: In dimethylformamide (140 ml) was dissolved 6-methoxypyrido[2,3-b]pyrazin-3(4H)-one (5.0 g, 28.22 mmol), and sodium hydride (1.35 g, 31.04 mmol) was then added to the solution under cooling on ice. The obtained mixture was stirred at room temperature for 1.5 hours. The reaction solution was cooled on ice again, and (S)-glycidyl 3-nitrobenzenesulfonate (8.78 g, 33.86 mmol) was then added thereto. While slowly raising the temperature to room temperature, the mixture was stirred for 15 hours. There... Run at time 1.5 hour. The product is COC=1C=CC2=C(N(C(C=N2)=O)C[C@H]2OC2)N1 (6-Methoxy-4-[(2R)-oxiran-2-ylmethyl]pyrido[2,3-b]pyrazin-3(4H)-one). The yield is 75.7%. Run in CN(C=O)C (dimethylformamide). Starting materials: C1(=CC=CC=C1)O (Phenol), N1N=C(N=C1)S(=O)(=O)Cl (1,2,4-triazole-3-sulfonyl chloride), O1CCCC1 (tetrahydrofuran), S(=O)(=O)(Cl)Cl (sulfonyl chloride). Solvent: C(C)N(CC)CC (triethyl amine). Conditions: time 16 hour. Product: N1N=C(N=C1)S(=O)(=O)OC1=CC=CC=C1 (Phenyl 1,2,4-Triazole-3-Sulfonate). RXN SMILES: [NH:1]1[CH:5]=[N:4][C:3]([S:6](Cl)(=[O:8])=[O:7])=[N:2]1.O1CCCC1.S(Cl)(Cl)(=O)=O.[C:20]1([OH:26])[CH:25]=[CH:24][CH:23]=[CH:22][CH:21]=1>C(N(CC)CC)C>[NH:1]1[CH:5]=[N:4][C:3]([S:6]([O:26][C:20]2[CH:25]=[CH:24][CH:23]=[CH:22][CH:21]=2)(=[O:8])=[O:7])=[N:2]1. Procedure details: To a flask was added 10 g of thoroughly dried 1,2,4-triazole-3-sulfonyl chloride and 150 ml of tetrahydrofuran. The resulting mixture was stirred under nitrogen until most of the sulfonyl chloride dissolved. Phenol, 6.2 g, was then added at room temperature followed by the slow addition of 9 ml of triethyl amine. A precipitate became apparent and the resulting mixture was stirred for an additional 16 hours. The tetrahydrofuran was evaporated from the mixture and the residue washed with 200 ml of...